From a dataset of the Open Reaction Database (ORD), a public repository of structured organic reaction records. describe an organic reaction: reactants, conditions, products, and yield Reactants: C1(CCCC1)C(C(=O)OC(C)(C)C)C1=CC=C(C=C1)CN1C(C2=CC=CC(=C2C1)F)=O (tert-butyl(+/−)-cyclopentyl{4-[(4-fluoro-1-oxo-1,3-dihydro-2H-isoindol-2-yl)methyl]phenyl}acetate), FC(C(=O)O)(F)F (trifluoroacetic acid). The solvent is ClCCl (dichloromethane). Reaction conditions: time 1 hour. Product: C1(CCCC1)C(C(=O)O)C1=CC=C(C=C1)CN1C(C2=CC=CC(=C2C1)F)=O ((+/−)-Cyclopentyl{4-[(4-fluoro-1-oxo-1,3-dihydro-2H-isoindol-2-yl)methyl]phenyl}acetic acid). RXN SMILES: [CH:1]1([CH:6]([C:14]2[CH:19]=[CH:18][C:17]([CH2:20][N:21]3[CH2:29][C:28]4[C:23](=[CH:24][CH:25]=[CH:26][C:27]=4[F:30])[C:22]3=[O:31])=[CH:16][CH:15]=2)[C:7]([O:9]C(C)(C)C)=[O:8])[CH2:5][CH2:4][CH2:3][CH2:2]1.FC(F)(F)C(O)=O>ClCCl>[CH:1]1([CH:6]([C:14]2[CH:19]=[CH:18][C:17]([CH2:20][N:21]3[CH2:29][C:28]4[C:23](=[CH:24][CH:25]=[CH:26][C:27]=4[F:30])[C:22]3=[O:31])=[CH:16][CH:15]=2)[C:7]([OH:9])=[O:8])[CH2:2][CH2:3][CH2:4][CH2:5]1. Procedure: 150.0 mg (0.35 mmol) of tert-butyl(+/−)-cyclopentyl{4-[(4-fluoro-1-oxo-1,3-dihydro-2H-isoindol-2-yl)methyl]phenyl}acetate were initially charged in 300 μl of dichloromethane, and 515 μl of trifluoroacetic acid were added. The mixture was stirred at RT for 1 h. The reaction mixture was then concentrated on a rotary evaporator, and the residue was dried under high vacuum. Acetonitrile was added to the product, and the precipitated solid was triturated and then filtered off with suction. This gave ... The reactants are C(C=C)Br (allyl bromide), OC1=CC=C(C(=O)O)C=C1 (4-hydroxybenzoic acid), CO (methanol), [OH-].[K+] (potassium hydroxide). Solvent: O (water). Conditions: temperature 25 celsius. Yields the product C(C=C)OC1=CC=C(C(=O)O)C=C1 (4-(2-Propenyloxy)benzoic acid). RXN SMILES: [OH:1][C:2]1[CH:10]=[CH:9][C:5]([C:6]([OH:8])=[O:7])=[CH:4][CH:3]=1.CO.[OH-].[K+].[CH2:15](Br)[CH:16]=[CH2:17]>O>[CH2:17]([O:1][C:2]1[CH:10]=[CH:9][C:5]([C:6]([OH:8])=[O:7])=[CH:4][CH:3]=1)[CH:16]=[CH2:15] |f:2.3|. Reported procedure: 4-(2-Propenyloxy)benzoic acid was synthesized by Apfel's method (Apfel et al, Anal. Chem., 1985, 57, 651-658). A 1 L three-neck round-bottom flask was equipped with a condenser, 150 mL additional funnel, heating bath, and magnetic stirrer. 90 g (0.65 mol) of 4-hydroxybenzoic acid and 400 mL of methanol were added at 25° C. and stirred. After the acid was dissolved, 105 g (1.9 mol) of potassium hydroxide in 125 mL of distilled water was added dropwise. The reaction mixture was heated to reflux, a...